From a dataset of the Open Reaction Database (ORD), a public repository of structured organic reaction records. describe an organic reaction: reactants, conditions, products, and yield Reactants: CC(C)(C)OC(=O)NC(CC(=O)O)Cc1cc(F)c(F)cc1F, CN1CCOCC1, CC1CCNC(C)C(=O)N1, CC(C)COC(=O)Cl, ClCCl. The product is CC1CCN(C(=O)CC(Cc2cc(F)c(F)cc2F)NC(=O)OC(C)(C)C)C(C)C(=O)N1. RXN SMILES: [C:9]([CH3:10])([CH3:11])([CH3:12])[O:13][C:14](=[O:15])[NH:16][CH:17]([CH2:18][C:19](=[O:20])[OH:21])[CH2:22][c:23]1[c:24]([F:31])[cH:25][c:26]([F:30])[c:27]([F:29])[cH:28]1.[CH3:32][N:33]1[CH2:34][CH2:35][O:36][CH2:37][CH2:38]1.[CH3:39][CH:40]1[C:41](=[O:48])[NH:42][CH:43]([CH3:47])[CH2:44][CH2:45][NH:46]1.[Cl:1][C:2]([O:3][CH2:4][CH:5]([CH3:6])[CH3:7])=[O:8].[Cl:49][CH2:50][Cl:51]>>[C:9]([CH3:10])([CH3:11])([CH3:12])[O:13][C:14](=[O:15])[NH:16][CH:17]([CH2:18][C:19](=[O:21])[N:46]1[CH:40]([CH3:39])[C:41](=[O:48])[NH:42][CH:43]([CH3:47])[CH2:44][CH2:45]1)[CH2:22][c:23]1[c:24]([F:31])[cH:25][c:26]([F:30])[c:27]([F:29])[cH:28]1. The reactants are C(C)(=O)OC[C@](CCC=1N(C(=CC1)C(=CCCC1=CC(=C(C=C1)C)C)OC(CCCC1=CC(=C(C=C1)C)C)=O)C)(C)NC(C)=O ((2R)-1-Acetoxy-2-acetylamino-2-methyl-4-{1-methyl-5-[4-(3,4-dimethylphenyl)-1-(4-(3,4-dimethylphenyl)butanoyloxy)but-1-enyl]pyrrol-2-yl}butane), O.[OH-].[Li+] (lithium hydroxide monohydrate), C(Cl)Cl (methylene chloride). Solvent: O1CCCC1 (tetrahydrofuran), CO (methanol), O (water), O (water). Reaction conditions: temperature 60 celsius, time 5 hour. The product is N[C@@](CO)(CCC=1N(C(=CC1)C(CCCC1=CC(=C(C=C1)C)C)=O)C)C ((2R)-2-amino-2-methyl-4-{1-methyl-5-[4-(3,4-dimethylphenyl)butanoyl]pyrrol-2-yl}butan-1-ol). Isolated yield 77.0%. RXN SMILES: C([O:4][CH2:5][C@@:6]([NH:42]C(=O)C)([CH3:41])[CH2:7][CH2:8][C:9]1[N:10]([CH3:40])[C:11]([C:14]([O:26]C(=O)CCCC2C=CC(C)=C(C)C=2)=[CH:15][CH2:16][CH2:17][C:18]2[CH:23]=[CH:22][C:21]([CH3:24])=[C:20]([CH3:25])[CH:19]=2)=[CH:12][CH:13]=1)(=O)C.O.[OH-].[Li+].C(Cl)Cl>O1CCCC1.CO.O>[NH2:42][C@:6]([CH3:41])([CH2:7][CH2:8][C:9]1[N:10]([CH3:40])[C:11]([C:14](=[O:26])[CH2:15][CH2:16][CH2:17][C:18]2[CH:23]=[CH:22][C:21]([CH3:24])=[C:20]([CH3:25])[CH:19]=2)=[CH:12][CH:13]=1)[CH2:5][OH:4] |f:1.2.3|. Procedure: (2R)-1-Acetoxy-2-acetylamino-2-methyl-4-{1-methyl-5-[4-(3,4-dimethylphenyl)-1-(4-(3,4-dimethylphenyl)butanoyloxy)but-1-enyl]pyrrol-2-yl}butane (29.6 g, 48.1 mmol) obtained in Example 2 (2a) was dissolved in a mixture of tetrahydrofuran (100 mL) and methanol (100 mL), and water (100 mL) and lithium hydroxide monohydrate (20.2 g, 481 mmol) were added thereto, followed by stirring of the mixture at 60° C. for 5 hours. After cooling, water and methylene chloride were added to the reaction mixture to... The reactants are [NH4+].[Cl-] (NH4Cl), C(CCC)[Li] (n-Butyllithium), C(C)(C)(C)NC(=O)C1=NC=CC(=C1)Cl (N-tert-butyl-4-chloropyridine-2-carboxamide), IC (iodomethane). The solvent is C1CCOC1 (THF). Conditions: time 1 hour. Product: C(C)(C)(C)NC(=O)C1=NC=CC(=C1C)Cl (N-tert-butyl-4-chloro-3-methyl-pyridine-2-carboxamide). Isolated yield 76.4%. RXN SMILES: [CH2:1]([Li])CCC.[C:6]([NH:10][C:11]([C:13]1[CH:18]=[C:17]([Cl:19])[CH:16]=[CH:15][N:14]=1)=[O:12])([CH3:9])([CH3:8])[CH3:7].IC.[NH4+].[Cl-]>C1COCC1>[C:6]([NH:10][C:11]([C:13]1[C:18]([CH3:1])=[C:17]([Cl:19])[CH:16]=[CH:15][N:14]=1)=[O:12])([CH3:9])([CH3:7])[CH3:8] |f:3.4|. Procedure details: n-Butyllithium (2.5 M in hexanes, 29 mL, 72 mmol) is added dropwise to N-tert-butyl-4-chloropyridine-2-carboxamide (7.00 g, 32.9 mmol) in THF (70 mL) at −78° C. After 1 h at −78° C. iodomethane (6.8 mL, 109 mmol) is added and stirring is continued for 1 h. Saturated NH4Cl (10 mL) is added and the organic layer is separated, dried and evaporated under reduce pressure to give a residue that is purified by flash chromatography (eluent 0-20% EtOAc/cyclohexane) to furnish N-tert-butyl-4-chloro-3-meth... The reactants are BrC=1NC2=CC(=CC=C2C1C1CCCCC1)C(=O)OC (methyl 2-bromo-3-cyclohexyl-1H-indole-6-carboxylate), C1(=CC=CC=C1)B(O)O (phenyl-boronic acid), C(=O)([O-])[O-].[Na+].[Na+] (Na2CO3). The reagents and catalysts are C=1C=CC(=CC1)[P](C=2C=CC=CC2)(C=3C=CC=CC3)[Pd]([P](C=4C=CC=CC4)(C=5C=CC=CC5)C=6C=CC=CC6)([P](C=7C=CC=CC7)(C=8C=CC=CC8)C=9C=CC=CC9)[P](C=1C=CC=CC1)(C=1C=CC=CC1)C=1C=CC=CC1 (Pd(PPh3)4). Solvent: COCCOC (DME), CCO (EtOH). Run at temperature 90 celsius, time 6 hour. The product is C1(CCCCC1)C1=C(NC2=CC(=CC=C12)C(=O)OC)C1=CC=CC=C1 (Methyl 3-cyclohexyl-2-phenyl-1H-indole-6-carboxylate). Isolated yield 49.0%. RXN SMILES: Br[C:2]1[NH:3][C:4]2[C:9]([C:10]=1[CH:11]1[CH2:16][CH2:15][CH2:14][CH2:13][CH2:12]1)=[CH:8][CH:7]=[C:6]([C:17]([O:19][CH3:20])=[O:18])[CH:5]=2.[C:21]1(B(O)O)[CH:26]=[CH:25][CH:24]=[CH:23][CH:22]=1.C([O-])([O-])=O.[Na+].[Na+]>COCCOC.CCO.C1C=CC([P]([Pd]([P](C2C=CC=CC=2)(C2C=CC=CC=2)C2C=CC=CC=2)([P](C2C=CC=CC=2)(C2C=CC=CC=2)C2C=CC=CC=2)[P](C2C=CC=CC=2)(C2C=CC=CC=2)C2C=CC=CC=2)(C2C=CC=CC=2)C2C=CC=CC=2)=CC=1>[CH:11]1([C:10]2[C:9]3[C:4](=[CH:5][C:6]([C:17]([O:19][CH3:20])=[O:18])=[CH:7][CH:8]=3)[NH:3][C:2]=2[C:21]2[CH:26]=[CH:25][CH:24]=[CH:23][CH:22]=2)[CH2:16][CH2:15][CH2:14][CH2:13][CH2:12]1 |f:2.3.4,^1:48,50,69,88|. Reported procedure: To a solution of methyl 2-bromo-3-cyclohexyl-1H-indole-6-carboxylate (from Step 3) in DME and EtOH (0.2 M, 3:1, v/v) was added phenyl-boronic acid (1.2 eq.) followed by 2 M aqueous Na2CO3 (8.5 eq,). The mixture was degassed with ultrasound for 30 min, then Pd(PPh3)4 (0.1 eq.) was added and mixture degassed with ultrasound for a further 30 min. The reaction was stirred under nitrogen at 90° C. for 6 h and then cooled to RT. Water was added and the solids filtered off. They were washed with Et2O t... The reactants are CCN(C(C)C)C(C)C, O=C(Cl)c1ccc(F)c([N+](=O)[O-])c1, C1CCOC1, O, Cc1ccc(N)cc1. Product: Cc1ccc(NC(=O)c2ccc(F)c([N+](=O)[O-])c2)cc1. Reaction SMILES: [CH:9]([N:10]([CH2:11][CH3:12])[CH:13]([CH3:14])[CH3:15])([CH3:16])[CH3:17].[F:18][c:19]1[c:20]([N+:28](=[O:29])[O-:30])[cH:21][c:22]([C:23](=[O:24])[Cl:25])[cH:26][cH:27]1.[O:31]1[CH2:32][CH2:33][CH2:34][CH2:35]1.[OH2:36].[c:1]1([CH3:8])[cH:2][cH:3][c:4]([NH2:7])[cH:5][cH:6]1>>[c:1]1([CH3:8])[cH:2][cH:3][c:4]([NH:7][C:23]([c:22]2[cH:21][c:20]([N+:28](=[O:29])[O-:30])[c:19]([F:18])[cH:27][cH:26]2)=[O:24])[cH:5][cH:6]1. The reactants are CSCCO, O=S(=O)(Nc1ncc(Cl)nc1Cl)c1cccc(Cl)c1Cl. Yields the product CSCCOc1nc(Cl)cnc1NS(=O)(=O)c1cccc(Cl)c1Cl. RXN SMILES: [CH3:1][S:2][CH2:3][CH2:4][OH:5].[Cl:6][c:7]1[c:8]([S:14](=[O:15])(=[O:16])[NH:17][c:18]2[n:19][cH:20][c:21]([Cl:25])[n:22][c:23]2[Cl:24])[cH:9][cH:10][cH:11][c:12]1[Cl:13]>>[CH3:1][S:2][CH2:3][CH2:4][O:5][c:23]1[c:18]([NH:17][S:14]([c:8]2[c:7]([Cl:6])[c:12]([Cl:13])[cH:11][cH:10][cH:9]2)(=[O:15])=[O:16])[n:19][cH:20][c:21]([Cl:25])[n:22]1.